Dataset: the Open Reaction Database (ORD), a public repository of structured organic reaction records. Task: describe an organic reaction: reactants, conditions, products, and yield Starting materials: [C@@H]12N(C[C@@H](NC1)C2)CC=2N(C1=NC(=NC(=C1N2)N2CCOCC2)N2C(=NC1=C2C=CC=C1)CC)C (8-[(1S,4S)-1-(2,5-diazabicyclo[2.2.1]hept-2-yl)methyl]-2-(2-ethyl-benzoimidazol-1-yl)-9-methyl-6-morpholin-4-yl-9H-purine), O1CC(C1)=O (oxetan-3-one), C(C)(=O)O[BH-](OC(C)=O)OC(C)=O.[Na+] (Sodium triacetoxyborohydride). The solvent is ClCCCl (DCE). Run at time 16 hour. Yields the product C(C)C1=NC2=C(N1C1=NC(=C3N=C(N(C3=N1)C)CN1[C@@H]3CN([C@H](C1)C3)C3COC3)N3CCOCC3)C=CC=C2 (4-(2-(2-ethyl-1H-benzo[d]imidazol-1-yl)-9-methyl-8-(((1S,4S)-5-(oxetan-3-yl)-2,5-diazabicyclo[2.2.1]heptan-2-yl)methyl)-9H-purin-6-yl)morpholine). Isolated yield 76.1%. RXN SMILES: [C@H:1]12[CH2:7][C@H:4]([NH:5][CH2:6]1)[CH2:3][N:2]2[CH2:8][C:9]1[N:10]([CH3:35])[C:11]2[C:16]([N:17]=1)=[C:15]([N:18]1[CH2:23][CH2:22][O:21][CH2:20][CH2:19]1)[N:14]=[C:13]([N:24]1[C:28]3[CH:29]=[CH:30][CH:31]=[CH:32][C:27]=3[N:26]=[C:25]1[CH2:33][CH3:34])[N:12]=2.[O:36]1[CH2:39][C:38](=O)[CH2:37]1.C(O[BH-](OC(=O)C)OC(=O)C)(=O)C.[Na+]>ClCCCl>[CH2:33]([C:25]1[N:24]([C:13]2[N:12]=[C:11]3[C:16]([N:17]=[C:9]([CH2:8][N:2]4[CH2:3][C@@H:4]5[CH2:7][C@H:1]4[CH2:6][N:5]5[CH:38]4[CH2:39][O:36][CH2:37]4)[N:10]3[CH3:35])=[C:15]([N:18]3[CH2:23][CH2:22][O:21][CH2:20][CH2:19]3)[N:14]=2)[C:28]2[CH:29]=[CH:30][CH:31]=[CH:32][C:27]=2[N:26]=1)[CH3:34] |f:2.3|. Procedure: A solution of 8-[(1S,4S)-1-(2,5-diazabicyclo[2.2.1]hept-2-yl)methyl]-2-(2-ethyl-benzoimidazol-1-yl)-9-methyl-6-morpholin-4-yl-9H-purine (250 mg, 0.53 mmol), oxetan-3-one (40 mg, 0.31 mmol) and molecular sieves (4 Å, powdered, 200 mg) in DCE (7 mL) was stirred at ambient temperature for 4 h. Sodium triacetoxyborohydride (148 mg, 0.70 mmol) was added and the mixture stirred for 16 h, then loaded onto an Isolute® SCX-2 cartridge (10 g). The cartridge was then washed with methanol and the desired pr... Reactants: OCCOCC(C(=O)C1=CC=C(CC=2C=NC=CC2)C=C1)C (3-[p-[3-(2-hydroxyethyl)oxy-2-methylpropionyl]benzyl]pyridine), C(C)(=O)OC(C)=O (acetic anhydride). Run in C(C)(=O)OCC (ethyl acetate), N1=CC=CC=C1 (pyridine). The product is C(C)(=O)OCCOCC(C(=O)C1=CC=C(CC=2C=NC=CC2)C=C1)C (3-[p-[3-(2-acetoxyethyl)oxy-2-methylpropionyl]benzyl]pyridine). As a reaction SMILES: [OH:1][CH2:2][CH2:3][O:4][CH2:5][CH:6]([CH3:22])[C:7]([C:9]1[CH:21]=[CH:20][C:12]([CH2:13][C:14]2[CH:15]=[N:16][CH:17]=[CH:18][CH:19]=2)=[CH:11][CH:10]=1)=[O:8].[C:23](OC(=O)C)(=[O:25])[CH3:24]>N1C=CC=CC=1.C(OCC)(=O)C>[C:23]([O:1][CH2:2][CH2:3][O:4][CH2:5][CH:6]([CH3:22])[C:7]([C:9]1[CH:21]=[CH:20][C:12]([CH2:13][C:14]2[CH:15]=[N:16][CH:17]=[CH:18][CH:19]=2)=[CH:11][CH:10]=1)=[O:8])(=[O:25])[CH3:24]. Reported procedure: In 3 ml of pyridine was dissolved 2.0 g of 3-[p-[3-(2-hydroxyethyl)oxy-2-methylpropionyl]benzyl]pyridine, and 0.76 ml of acetic anhydride was added to the resulting solution with ice-cooling, after which the resulting mixture was subjected to reaction at room temperature for 12 hours. The solvent was removed by distillation under reduced pressure, and the residue thus obtained was dissolved in 16 ml of ethyl acetate. The resulting solution was washed with 5 ml of water, and then dried over anhyd... Starting materials: CC(C)(C)OC(=O)C1(C)CN(C(=O)OCc2ccccc2)CC1F, ClCCl, O=C(O)C(F)(F)F. The product is CC1(C(=O)O)CN(C(=O)OCc2ccccc2)CC1F. As a reaction SMILES: [CH2:1]([c:2]1[cH:3][cH:4][cH:5][cH:6][cH:7]1)[O:8][C:9](=[O:10])[N:11]1[CH2:12][C:13]([C:17](=[O:18])[O:19][C:20]([CH3:21])([CH3:22])[CH3:23])([CH3:24])[CH:14]([F:16])[CH2:15]1.[Cl:32][CH2:33][Cl:34].[OH:25][C:26]([C:27]([F:28])([F:29])[F:30])=[O:31]>>[CH2:1]([c:2]1[cH:3][cH:4][cH:5][cH:6][cH:7]1)[O:8][C:9](=[O:10])[N:11]1[CH2:12][C:13]([C:17](=[O:18])[OH:19])([CH3:24])[CH:14]([F:16])[CH2:15]1. The reagents and catalysts are [Hg] (mercury). Reported procedure: 12.4 g (47 mmol) of 4-fluoro-4'-trifluoromethylstilbene was dissolved in 80 ml of chloroform. While irradiating the solution with a light of 160W mercury lamp, a solution of 2.4 ml (47 mmol) of bromine in 20 ml of chloroform was dropwise added at 40° C. Then, stirring was continued for 30 minutes. After completion of the reaction, the solvent was distilled off to obtain a yellow oily substance. Without purification, this oily substance was dissolved in 100 ml of ethanol. While refluxing the solu... RXN SMILES: [F:1][C:2]1[CH:7]=[CH:6][C:5]([CH:8]=[CH:9][C:10]2[CH:15]=[CH:14][C:13]([C:16]([F:19])([F:18])[F:17])=[CH:12][CH:11]=2)=[CH:4][CH:3]=1.BrBr>C(Cl)(Cl)Cl.[Hg]>[F:1][C:2]1[CH:7]=[CH:6][C:5]([C:8]#[C:9][C:10]2[CH:15]=[CH:14][C:13]([C:16]([F:17])([F:18])[F:19])=[CH:12][CH:11]=2)=[CH:4][CH:3]=1. The yield is 98.2%. The solvent is C(Cl)(Cl)Cl (chloroform), C(Cl)(Cl)Cl (chloroform). Starting materials: 160W, BrBr (bromine), FC1=CC=C(C=C1)C=CC1=CC=C(C=C1)C(F)(F)F (4-fluoro-4'-trifluoromethylstilbene). Reaction conditions: time 30 minute. Product: FC1=CC=C(C=C1)C#CC1=CC=C(C=C1)C(F)(F)F (4-fluoro-4'-trifluoromethyltolane). The reactants are O=C([O-])[O-], CN1CCCC1=O, Clc1ncccn1, [Cs+], [Cs+], O, O=Cc1ccc[nH]1. Product: O=Cc1cccn1-c1ncccn1. RXN SMILES: [C:15](=[O:16])([O-:17])[O-:18].[CH3:21][N:22]1[CH2:23][CH2:24][CH2:25][C:26]1=[O:27].[Cl:8][c:9]1[n:10][cH:11][cH:12][cH:13][n:14]1.[Cs+:19].[Cs+:20].[OH2:28].[nH:1]1[c:2]([CH:6]=[O:7])[cH:3][cH:4][cH:5]1>>[n:1]1(-[c:9]2[n:10][cH:11][cH:12][cH:13][n:14]2)[c:2]([CH:6]=[O:7])[cH:3][cH:4][cH:5]1. Reactants: ClCC(=O)NC=1C=CC2=C(OCCC3=C2SC(=C3)C(=O)N(C)C3=C(C=CC=C3)Cl)C1 (8-(2-chloroacetamido)-N-(2-chlorophenyl)-N-methyl-4,5-dihydro-benzo[b]thieno[2,3-d]oxepine-2-carboxamide), CN1CCNCC1 (N-methylpiperazine). Product: ClC1=C(C=CC=C1)N(C(=O)C1=CC2=C(C3=C(OCC2)C=C(C=C3)NC(CN3CCN(CC3)C)=O)S1)C (N-(2-chlorophenyl)-N-methyl-8-(2-(4-methylpiperazin-1-yl)acetamido)-4,5-dihydrobenzo[b]thieno[2,3-d]oxepine-2-carboxamide). Reaction SMILES: Cl[CH2:2][C:3]([NH:5][C:6]1[CH:7]=[CH:8][C:9]2[C:15]3[S:16][C:17]([C:19]([N:21]([C:23]4[CH:28]=[CH:27][CH:26]=[CH:25][C:24]=4[Cl:29])[CH3:22])=[O:20])=[CH:18][C:14]=3[CH2:13][CH2:12][O:11][C:10]=2[CH:30]=1)=[O:4].[CH3:31][N:32]1[CH2:37][CH2:36][NH:35][CH2:34][CH2:33]1>>[Cl:29][C:24]1[CH:25]=[CH:26][CH:27]=[CH:28][C:23]=1[N:21]([CH3:22])[C:19]([C:17]1[S:16][C:15]2[C:9]3[CH:8]=[CH:7][C:6]([NH:5][C:3](=[O:4])[CH2:2][N:35]4[CH2:36][CH2:37][N:32]([CH3:31])[CH2:33][CH2:34]4)=[CH:30][C:10]=3[O:11][CH2:12][CH2:13][C:14]=2[CH:18]=1)=[O:20]. Procedure details: Following the procedure in Example 147 for 237, 8-(2-chloroacetamido)-N-(2-chlorophenyl)-N-methyl-4,5-dihydro-benzo[b]thieno[2,3-d]oxepine-2-carboxamide and N-methylpiperazine were reacted to give 171. MS: (ESI+) 525.3 The yield is 64.0%. Reported procedure: 6-Amino-9-benzyl-2-(2-methoxyethoxy)purine (93 mg, 0.31 mmol) and bromine (1 ml) were dissolved in methylene chloride (100 ml). The solution was stirred at room temperature for 1 hour. Aqueous sodium thiosulfate was added to the reaction mixture. The organic layer was separated, dried on sodium sulfate and concentrated in vacuo to dryness. The residue was purified with silica gel chromatography (1% methanol/chloroform) to give the subject compound (75 mg, yield 64%). Yields the product NC1=C2N=C(N(C2=NC(=N1)OCCOC)CC1=CC=CC=C1)Br (6-Amino-9-benzyl-8-bromo-2-(2-methoxyethoxy)purine). The reactants are NC1=C2N=CN(C2=NC(=N1)OCCOC)CC1=CC=CC=C1 (6-Amino-9-benzyl-2-(2-methoxyethoxy)purine), BrBr (bromine), S(=S)(=O)([O-])[O-].[Na+].[Na+] (sodium thiosulfate). Run at time 1 hour. The solvent is C(Cl)Cl (methylene chloride). RXN SMILES: [NH2:1][C:2]1[N:10]=[C:9]([O:11][CH2:12][CH2:13][O:14][CH3:15])[N:8]=[C:7]2[C:3]=1[N:4]=[CH:5][N:6]2[CH2:16][C:17]1[CH:22]=[CH:21][CH:20]=[CH:19][CH:18]=1.[Br:23]Br.S([O-])([O-])(=O)=S.[Na+].[Na+]>C(Cl)Cl>[NH2:1][C:2]1[N:10]=[C:9]([O:11][CH2:12][CH2:13][O:14][CH3:15])[N:8]=[C:7]2[C:3]=1[N:4]=[C:5]([Br:23])[N:6]2[CH2:16][C:17]1[CH:22]=[CH:21][CH:20]=[CH:19][CH:18]=1 |f:2.3.4|. Reactants: CC(N=[N+]=[N-])c1ccnc(Cl)c1, C1CCOC1, O, c1ccc(P(c2ccccc2)c2ccccc2)cc1. Yields the product CC(N)c1ccnc(Cl)c1. As a reaction SMILES: [N:20](=[N+:21]=[N-:22])[CH:23]([CH3:24])[c:25]1[cH:26][c:27]([Cl:31])[n:28][cH:29][cH:30]1.[O:33]1[CH2:34][CH2:35][CH2:36][CH2:37]1.[OH2:32].[c:1]1([P:2]([c:3]2[cH:4][cH:5][cH:6][cH:7][cH:8]2)[c:9]2[cH:10][cH:11][cH:12][cH:13][cH:14]2)[cH:15][cH:16][cH:17][cH:18][cH:19]1>>[NH2:20][CH:23]([CH3:24])[c:25]1[cH:26][c:27]([Cl:31])[n:28][cH:29][cH:30]1.